This data is from the Open Reaction Database (ORD), a public repository of structured organic reaction records. The task is: describe an organic reaction: reactants, conditions, products, and yield The reactants are CS(=O)(=O)O, CCOC(C)=O, FC(F)(F)Oc1ccccc1-c1cc(Cl)c2[nH]c(C3=NOC4(CCCCC4)C3)nc2c1. Product: CS(=O)(=O)O, FC(F)(F)Oc1ccccc1-c1cc(Cl)c2[nH]c(C3=NOC4(CCCCC4)C3)nc2c1. As a reaction SMILES: [CH3:32][S:33]([OH:34])(=[O:35])=[O:36].[CH3:37][CH2:38][O:39][C:40]([CH3:41])=[O:42].[Cl:1][c:2]1[cH:3][c:4](-[c:21]2[c:22]([O:27][C:28]([F:29])([F:30])[F:31])[cH:23][cH:24][cH:25][cH:26]2)[cH:5][c:6]2[c:7]1[nH:8][c:9]([C:11]1=[N:12][O:13][C:14]3([CH2:15]1)[CH2:16][CH2:17][CH2:18][CH2:19][CH2:20]3)[n:10]2>>[CH3:32][S:33](=[O:34])(=[O:35])[OH:36].[Cl:1][c:2]1[cH:3][c:4](-[c:21]2[c:22]([O:27][C:28]([F:29])([F:30])[F:31])[cH:23][cH:24][cH:25][cH:26]2)[cH:5][c:6]2[c:7]1[nH:8][c:9]([C:11]1=[N:12][O:13][C:14]3([CH2:15]1)[CH2:16][CH2:17][CH2:18][CH2:19][CH2:20]3)[n:10]2. Starting materials: Cc1cc(S(N)(=O)=O)c(C)s1, CC(C)=O, O=C=Nc1ccc(Cl)cc1, Cl, [Na+], [OH-]. The product is Cc1cc(S(=O)(=O)NC(=O)Nc2ccc(Cl)cc2)c(C)s1. As a reaction SMILES: [CH3:1][c:2]1[s:3][c:4]([CH3:11])[cH:5][c:6]1[S:7](=[O:8])(=[O:9])[NH2:10].[CH3:25][C:26](=[O:27])[CH3:28].[Cl:14][c:15]1[cH:16][cH:17][c:18]([N:21]=[C:22]=[O:23])[cH:19][cH:20]1.[ClH:24].[Na+:13].[OH-:12]>>[CH3:1][c:2]1[s:3][c:4]([CH3:11])[cH:5][c:6]1[S:7](=[O:8])(=[O:9])[NH:10][C:22]([NH:21][c:18]1[cH:17][cH:16][c:15]([Cl:14])[cH:20][cH:19]1)=[O:23].